Dataset: the Open Reaction Database (ORD), a public repository of structured organic reaction records. Task: describe an organic reaction: reactants, conditions, products, and yield The reactants are C1=C(C=CC2=CC=CC=C12)C(=O)C1=C(C=C(CBr)C=C1Cl)Cl (4-(2-naphthoyl)-3,5-dichlorobenzyl bromide), [N-]=[N+]=[N-].[Na+] (sodium azide). Solvent: C(C)O (ethanol). Yields the product C1=C(C=CC2=CC=CC=C12)C(=O)C1=C(C=C(CN=[N+]=[N-])C=C1Cl)Cl (4-(2-Naphthoyl)-3,5-dichlorobenzyl azide). Yield: 103.6%. As a reaction SMILES: [CH:1]1[C:10]2[C:5](=[CH:6][CH:7]=[CH:8][CH:9]=2)[CH:4]=[CH:3][C:2]=1[C:11]([C:13]1[C:20]([Cl:21])=[CH:19][C:16]([CH2:17]Br)=[CH:15][C:14]=1[Cl:22])=[O:12].[N-:23]=[N+:24]=[N-:25].[Na+]>C(O)C>[CH:1]1[C:10]2[C:5](=[CH:6][CH:7]=[CH:8][CH:9]=2)[CH:4]=[CH:3][C:2]=1[C:11]([C:13]1[C:20]([Cl:21])=[CH:19][C:16]([CH2:17][N:23]=[N+:24]=[N-:25])=[CH:15][C:14]=1[Cl:22])=[O:12] |f:1.2|. Procedure details: A suspension of 4-(2-naphthoyl)-3,5-dichlorobenzyl bromide (0.633 g, 1.61 mmol) and sodium azide (0.245 g, 3.77 mmol) in 10 ml of ethanol was heated at reflux for 3 hours. The reaction mixture was filtered and the precipitate rinsed with ethanol. The filtrate was concentrated and the residue redissolved in ether. The resulting precipitate was collected and washed thoroughly with ether. Concentration afforded 0.594 g of an oil which slowly crystallized. The crude azide was used in the next step w...